From a dataset of the Open Reaction Database (ORD), a public repository of structured organic reaction records. describe an organic reaction: reactants, conditions, products, and yield The solvent is O (water), O (water), CO (methanol). As a reaction SMILES: [C:1]1([C:7]([CH:9]=O)=O)[CH:6]=[CH:5][CH:4]=[CH:3][CH:2]=1.OS([O-])=O.[Na+].[CH2:16]([NH2:19])[CH2:17][NH2:18].[C-:20]#[N:21].[Na+]>O.CO>[C:1]1([C:7]2[NH:19][CH2:16][CH2:17][NH:18][C:9]=2[C:20]#[N:21])[CH:6]=[CH:5][CH:4]=[CH:3][CH:2]=1 |f:1.2,4.5|. The yield is 54.0%. Conditions: temperature 50 celsius, time 2 hour. The reactants are [C-]#N.[Na+] (NaCN), C1(=CC=CC=C1)C(=O)C=O (phenylglyoxal), OS(=O)[O-].[Na+] (NaHSO3), C(CN)N (ethylenediamine). Procedure: 13.8 parts of phenylglyoxal and 40 parts by volume of water are initially taken and heated to about 50° C., 61 parts of 38% strength aqueous NaHSO3 solution are introduced, and methanol is added in an amount sufficient to dissolve virtually all solid material. Thereafter, 6 parts of ethylenediamine are added at about 30° C., the mixture is heated at 50° C. for 30 minutes and then cooled to about 10° C., a solution of 5.2 parts of 95% pure NaCN in 13 parts by volume of water is added at this temp... Product: C1(=CC=CC=C1)C1=C(NCCN1)C#N (1,4,5,6-tetrahydro-3-phenyl-2-cyanopyrazine). Starting materials: CC(C)=CCBr, CCO, [K+], [OH-], O=C1c2ccccc2C(=O)N1O. Product: CC(C)=CCON1C(=O)c2ccccc2C1=O. RXN SMILES: [Br:13][CH2:14][CH:15]=[C:16]([CH3:17])[CH3:18].[CH3:21][CH2:22][OH:23].[K+:20].[OH-:19].[OH:1][N:2]1[C:3](=[O:12])[c:4]2[c:5]([cH:8][cH:9][cH:10][cH:11]2)[C:6]1=[O:7]>>[O:1]([N:2]1[C:3](=[O:12])[c:4]2[c:5]([cH:8][cH:9][cH:10][cH:11]2)[C:6]1=[O:7])[CH2:14][CH:15]=[C:16]([CH3:17])[CH3:18].